This data is from the Open Reaction Database (ORD), a public repository of structured organic reaction records. The task is: describe an organic reaction: reactants, conditions, products, and yield Reactants: O=C([O-])O, C=CCC(C)(C)C=COC, [Na+], C1CCOC1, O=S(=O)(O)O. Yields the product C=CCC(C)(C)CC=O. RXN SMILES: [C:16](=[O:17])([OH:18])[O-:19].[CH3:6][O:7][CH:8]=[CH:9][C:10]([CH2:11][CH:12]=[CH2:13])([CH3:14])[CH3:15].[Na+:20].[O:21]1[CH2:22][CH2:23][CH2:24][CH2:25]1.[S:1](=[O:2])(=[O:3])([OH:4])[OH:5]>>[O:7]=[CH:8][CH2:9][C:10]([CH2:11][CH:12]=[CH2:13])([CH3:14])[CH3:15]. Reactants: CS(=O)(=O)N1CCN(CC1)[C@H]1C[C@H](NC1)C(=O)NC1=CC=C(C(=O)OC(C)(C)C)C=C1 (2-methyl-2-propanyl 4-[({(2S,4S)-4-[4-(methylsulfonyl)-1-piperazinyl]-2-pyrrolidinyl}carbonyl)amino]benzoate), CC(C)(C)OC(=O)N[C@@H](C)[C@@H]1CC[C@H](CC1)C(=O)O (trans-4-[(1S)-1-({[(2-methyl-2-propanyl)oxy]carbonyl}amino)ethyl]cyclohexanecarboxylic acid). The product is CC(C)(C)OC(=O)N[C@@H](C)[C@@H]1CC[C@H](CC1)C(=O)N1[C@@H](C[C@@H](C1)N1CCN(CC1)S(=O)(=O)C)C(=O)NC1=CC=C(C(=O)OC(C)(C)C)C=C1 (2-methyl-2-propanyl 4-[({(2S,4S)-1-({trans-4-[(1S)-1-({[(2-methyl-2-propanyl)oxy]carbonyl}amino)ethyl]cyclohexyl}carbonyl)-4-[4-(methylsulfonyl)-1-piperazinyl]-2-pyrrolidinyl}carbonyl)amino]benzoate). As a reaction SMILES: [CH3:1][S:2]([N:5]1[CH2:10][CH2:9][N:8]([C@@H:11]2[CH2:15][NH:14][C@H:13]([C:16]([NH:18][C:19]3[CH:31]=[CH:30][C:22]([C:23]([O:25][C:26]([CH3:29])([CH3:28])[CH3:27])=[O:24])=[CH:21][CH:20]=3)=[O:17])[CH2:12]2)[CH2:7][CH2:6]1)(=[O:4])=[O:3].[CH3:32][C:33]([O:36][C:37]([NH:39][C@H:40]([C@H:42]1[CH2:47][CH2:46][C@H:45]([C:48](O)=[O:49])[CH2:44][CH2:43]1)[CH3:41])=[O:38])([CH3:35])[CH3:34]>>[CH3:32][C:33]([O:36][C:37]([NH:39][C@H:40]([C@H:42]1[CH2:43][CH2:44][C@H:45]([C:48]([N:14]2[CH2:15][C@@H:11]([N:8]3[CH2:9][CH2:10][N:5]([S:2]([CH3:1])(=[O:4])=[O:3])[CH2:6][CH2:7]3)[CH2:12][C@H:13]2[C:16]([NH:18][C:19]2[CH:31]=[CH:30][C:22]([C:23]([O:25][C:26]([CH3:28])([CH3:27])[CH3:29])=[O:24])=[CH:21][CH:20]=2)=[O:17])=[O:49])[CH2:46][CH2:47]1)[CH3:41])=[O:38])([CH3:34])[CH3:35]. Reported procedure: Following the procedure described in Example 8, the compound prepared in Example 6 was treated with trans-4-[(1S)-1-({[(2-methyl-2-propanyl)oxy]carbonyl}amino)ethyl]cyclohexanecarboxylic acid to give the title compound as a light brown solid. The reactants are CN(C)CC1=CC2=C(CN(CC2)C(=O)C2=CC=3C(C4=CC=CC=C4C(C3C=C2)=O)=O)O1 (N,N-Dimethyl-[6-(anthraquinone-2-carbonyl)-4,5,6,7-tetrahydrofuro[2,3-c]pyridin-2-ylmethyl]amine), Cl (hydrogen chloride). Run in CO (methanol), C(C)(=O)OCC (ethyl acetate). Yields the product Cl.CN(C)CC1=CC2=C(CN(CC2)C(=O)C2=CC=3C(C4=CC=CC=C4C(C3C=C2)=O)=O)O1 (N,N-dimethyl-[6-(anthraquinone-2-carbonyl)-4,5,6,7-tetrahydrofuro[2,3-c]pyridin-2-ylmethyl]amine hydrochloride). Reaction SMILES: [CH3:1][N:2]([CH2:4][C:5]1[O:31][C:8]2[CH2:9][N:10]([C:13]([C:15]3[CH:28]=[CH:27][C:26]4[C:25](=[O:29])[C:24]5[C:19](=[CH:20][CH:21]=[CH:22][CH:23]=5)[C:18](=[O:30])[C:17]=4[CH:16]=3)=[O:14])[CH2:11][CH2:12][C:7]=2[CH:6]=1)[CH3:3].[ClH:32]>CO.C(OCC)(=O)C>[ClH:32].[CH3:3][N:2]([CH2:4][C:5]1[O:31][C:8]2[CH2:9][N:10]([C:13]([C:15]3[CH:28]=[CH:27][C:26]4[C:25](=[O:29])[C:24]5[C:19](=[CH:20][CH:21]=[CH:22][CH:23]=5)[C:18](=[O:30])[C:17]=4[CH:16]=3)=[O:14])[CH2:11][CH2:12][C:7]=2[CH:6]=1)[CH3:1] |f:4.5|. Procedure: N,N-Dimethyl-[6-(anthraquinone-2-carbonyl)-4,5,6,7-tetrahydrofuro[2,3-c]pyridin-2-ylmethyl]amine 0.227 g was dissolved in 2 ml of methanol; hydrogen chloride in ethyl acetate was added in excess, followed by stirring. After this mixture was concentrated, the resulting solid was recrystallized from diethyl ether-ethanol to yield the desired product.